This data is from the Open Reaction Database (ORD), a public repository of structured organic reaction records. The task is: describe an organic reaction: reactants, conditions, products, and yield The reactants are C1(=CC=CC=C1)C (toluene), C1(=CC=CC=C1)C (toluene), (S)-3,3-diphenyl-1-methyl-tetrahydro-1H,3H-pyrrolo[1,2-c][1,3,2]oxazaborolidine, O=C1C2=C(CCN(C1)C(=O)OCC)SC=C2 (ethyl 4-oxo-4,5,7,8-tetrahydro-thieno[2,3-d]azepine-6-carboxylate). Solvent: C(Cl)Cl (methylene chloride), C(Cl)Cl (methylene chloride). The product is O[C@H]1C2=C(CCN(C1)C(=O)OCC)SC=C2 (ethyl (S)-4-hydroxy-4,5,7,8-tetrahydro-thieno[2,3-d]azepin-6-carboxylate). Reaction SMILES: [O:1]=[C:2]1[CH2:8][N:7]([C:9]([O:11][CH2:12][CH3:13])=[O:10])[CH2:6][CH2:5][C:4]2[S:14][CH:15]=[CH:16][C:3]1=2.C1(C)C=CC=CC=1>C(Cl)Cl>[OH:1][C@@H:2]1[CH2:8][N:7]([C:9]([O:11][CH2:12][CH3:13])=[O:10])[CH2:6][CH2:5][C:4]2[S:14][CH:15]=[CH:16][C:3]1=2. Procedure details: 3.86 g (16.1 mmol) ethyl 4-oxo-4,5,7,8-tetrahydro-thieno[2,3-d]azepine-6-carboxylate (prepared analogously to WO2007/84622) in 50 ml methylene chloride are combined, under argon, at −25° C., first with 1.92 ml of a 1.0 M toluene solution of (S)-3,3-diphenyl-1-methyl-tetrahydro-1H,3H-pyrrolo[1,2-c][1,3,2]oxazaborolidine and then with 20.2 ml of a 2 M borane-dimethylsulphide complex-toluene solution in 70 ml methylene chloride, and chilled to −18° C. for 3 days. Then sat. NH3Cl solution is added a... As a reaction SMILES: [CH3:1][C:2]1([CH3:12])[CH2:3][CH2:4][NH:5][c:6]2[cH:7][cH:8][cH:9][cH:10][c:11]21.[Na+:18].[OH-:17].[OH:13][N+:14]([O-:15])=[O:16].[S:19](=[O:20])(=[O:21])([OH:22])[OH:23]>>[CH3:1][C:2]1([CH3:12])[CH2:3][CH2:4][NH:5][c:6]2[cH:7][c:8]([N+:14](=[O:13])[O-:15])[cH:9][cH:10][c:11]21. Reactants: CC1(C)CCNc2ccccc21, [Na+], [OH-], O=[N+]([O-])O, O=S(=O)(O)O. The product is CC1(C)CCNc2cc([N+](=O)[O-])ccc21.